Dataset: the Open Reaction Database (ORD), a public repository of structured organic reaction records. Task: describe an organic reaction: reactants, conditions, products, and yield Starting materials: OC1=CC=C(C=C1)S(=O)CCCC(=O)O (4-(p-hydroxyphenylsulfinyl)butyric acid), NC1[C@@H]2N(C(=C(CS2)C(C)SC2=NN=NN2)C(=O)O)C1=O (7-amino-3-(1-methyl-1H-tetrazol-5-ylthiomethyl)-3-cephem-4-carboxylic acid). Product: OC1=CC=C(C=C1)S(=O)CCCC(=O)NC1[C@@H]2N(C(=C(CS2)C(C)SC2=NN=NN2)C(=O)O)C1=O (7-[4-(p-hydroxyphenylsulfinyl)butyramido]-3-(1-methyl-1H-tetrazol-5-ylthiomethyl)-3-cephem-4-carboxylic acid). Reaction SMILES: [OH:1][C:2]1[CH:7]=[CH:6][C:5]([S:8]([CH2:10][CH2:11][CH2:12][C:13]([OH:15])=O)=[O:9])=[CH:4][CH:3]=1.[NH2:16][CH:17]1[C:35](=[O:36])[N:19]2[C:20]([C:32]([OH:34])=[O:33])=[C:21]([CH:24]([S:26][C:27]3[NH:31][N:30]=[N:29][N:28]=3)[CH3:25])[CH2:22][S:23][C@H:18]12>>[OH:1][C:2]1[CH:3]=[CH:4][C:5]([S:8]([CH2:10][CH2:11][CH2:12][C:13]([NH:16][CH:17]2[C:35](=[O:36])[N:19]3[C:20]([C:32]([OH:34])=[O:33])=[C:21]([CH:24]([S:26][C:27]4[NH:28][N:29]=[N:30][N:31]=4)[CH3:25])[CH2:22][S:23][C@H:18]23)=[O:15])=[O:9])=[CH:6][CH:7]=1. Procedure details: 456 mg. of 4-(p-hydroxyphenylsulfinyl)butyric acid and 7-amino-3-(1-methyl-1H-tetrazol-5-ylthiomethyl)-3-cephem-4-carboxylic acid were reacted in the same manner as described in Example 28 and 245 mg. of 7-[4-(p-hydroxyphenylsulfinyl)butyramido]-3-(1-methyl-1H-tetrazol-5-ylthiomethyl)-3-cephem-4-carboxylic acid were obtained. Reported procedure: Glacial acetic acid (40cm3) containing concentrated sulphuric acid (3 drops) was added to a stirred mixture of 4-(2-chloro-4-trifluoromethyl-6-fluorophenoxy)-2-nitroaniline (1 g), paraformaldehyde (0.26 g), anhydrous zinc chloride (1.43 g) and potassium cyanide (0.56 g). The resulting suspension was heated at 50°-55° C. for 7.5 hours and left to stand at room temperature overnight. The mixture was poured into water and extracted with ethyl acetate (×2). The combined organic phase was washed with... Yields the product ClC1=C(OC2=CC(=C(NCC#N)C=C2)[N+](=O)[O-])C(=CC(=C1)C(F)(F)F)F (4-(2-chloro-4-trifluoromethyl-6-fluorophenoxy)-2-nitro-N-cyanomethylaniline). Run at time 8 hour. The reagents and catalysts are [Cl-].[Zn+2].[Cl-] (zinc chloride), S(O)(O)(=O)=O (sulphuric acid). The reactants are ClC1=C(OC2=CC(=C(N)C=C2)[N+](=O)[O-])C(=CC(=C1)C(F)(F)F)F (4-(2-chloro-4-trifluoromethyl-6-fluorophenoxy)-2-nitroaniline), C=O (paraformaldehyde), [C-]#N.[K+] (potassium cyanide), C(C)(=O)O (acetic acid). Run in O (water). As a reaction SMILES: [C:1](O)(=O)[CH3:2].[Cl:5][C:6]1[CH:22]=[C:21]([C:23]([F:26])([F:25])[F:24])[CH:20]=[C:19]([F:27])[C:7]=1[O:8][C:9]1[CH:15]=[CH:14][C:12]([NH2:13])=[C:11]([N+:16]([O-:18])=[O:17])[CH:10]=1.C=O.[C-]#[N:31].[K+]>S(=O)(=O)(O)O.[Cl-].[Zn+2].[Cl-].O>[Cl:5][C:6]1[CH:22]=[C:21]([C:23]([F:26])([F:25])[F:24])[CH:20]=[C:19]([F:27])[C:7]=1[O:8][C:9]1[CH:15]=[CH:14][C:12]([NH:13][CH2:2][C:1]#[N:31])=[C:11]([N+:16]([O-:18])=[O:17])[CH:10]=1 |f:3.4,6.7.8|. Starting materials: Nc1ccc(Br)cc1[N+](=O)[O-], N#Cc1cccc(B(O)O)c1, C1CCOC1, [Pd], c1ccc(P(c2ccccc2)c2ccccc2)cc1, c1ccc(P(c2ccccc2)c2ccccc2)cc1, c1ccc(P(c2ccccc2)c2ccccc2)cc1, c1ccc(P(c2ccccc2)c2ccccc2)cc1. Product: N#Cc1cccc(-c2ccc(N)c([N+](=O)[O-])c2)c1. RXN SMILES: [Br:12][c:13]1[cH:14][c:15]([N+:20](=[O:21])[O-:22])[c:16]([NH2:17])[cH:18][cH:19]1.[C:1](#[N:2])[c:3]1[cH:4][c:5]([B:9]([OH:10])[OH:11])[cH:6][cH:7][cH:8]1.[O:23]1[CH2:24][CH2:25][CH2:26][CH2:27]1.[Pd:28].[c:29]1([P:30]([c:31]2[cH:32][cH:33][cH:34][cH:35][cH:36]2)[c:37]2[cH:38][cH:39][cH:40][cH:41][cH:42]2)[cH:43][cH:44][cH:45][cH:46][cH:47]1.[c:48]1([P:49]([c:50]2[cH:51][cH:52][cH:53][cH:54][cH:55]2)[c:56]2[cH:57][cH:58][cH:59][cH:60][cH:61]2)[cH:62][cH:63][cH:64][cH:65][cH:66]1.[c:67]1([P:68]([c:69]2[cH:70][cH:71][cH:72][cH:73][cH:74]2)[c:75]2[cH:76][cH:77][cH:78][cH:79][cH:80]2)[cH:81][cH:82][cH:83][cH:84][cH:85]1.[c:86]1([P:87]([c:88]2[cH:89][cH:90][cH:91][cH:92][cH:93]2)[c:94]2[cH:95][cH:96][cH:97][cH:98][cH:99]2)[cH:100][cH:101][cH:102][cH:103][cH:104]1>>[C:1](#[N:2])[c:3]1[cH:4][c:5](-[c:13]2[cH:14][c:15]([N+:20](=[O:21])[O-:22])[c:16]([NH2:17])[cH:18][cH:19]2)[cH:6][cH:7][cH:8]1. The reactants are ClC1=C(C(=CC=C1)Cl)C1=NSN=C1O (3-(2,6-dichlorophenyl)-4-hydroxy-1,2,5-thiadiazole), C([O-])([O-])=O.[K+].[K+] (potassium carbonate), BrCCBr (1,2-dibromoethane), O (water). Run in C(C)#N (acetonitrile). Product: BrCCOC1=NSN=C1C1=C(C=CC=C1Cl)Cl (3-(2-bromoethoxy)-4-(2,6-dichlorophenyl)-1,2,5-thiadiazole). Isolated yield 148.1%. As a reaction SMILES: [Cl:1][C:2]1[CH:7]=[CH:6][CH:5]=[C:4]([Cl:8])[C:3]=1[C:9]1[C:13]([OH:14])=[N:12][S:11][N:10]=1.C(=O)([O-])[O-].[K+].[K+].[Br:21][CH2:22][CH2:23]Br.O>C(#N)C>[Br:21][CH2:22][CH2:23][O:14][C:13]1[C:9]([C:3]2[C:2]([Cl:1])=[CH:7][CH:6]=[CH:5][C:4]=2[Cl:8])=[N:10][S:11][N:12]=1 |f:1.2.3|. Procedure details: In acetonitrile, were mixed and stirred 0.49 g of 3-(2,6-dichlorophenyl)-4-hydroxy-1,2,5-thiadiazole, 0.3 g of potassium carbonate, and 1.9 g of 1,2-dibromoethane at 80° C. for one hour. After spontaneous cooling, the reaction mixture was poured into water, and was extracted with diethyl ether. The diethyl ether layer was washed with dilute hydrochloric acid, 10% sodium hydrogencarbonate, and water successively,dried over anhydrous magnesium sulfate, and concentrated. The concentrate was purifie... Reactants: COC(CCCC#CCN1C(CCCC1=O)CO)=O (7-(2-hydroxymethyl-6-oxo-piperidin-1-yl)-hept-5-ynoic acid methyl ester), [H][H] (hydrogen). Procedure: Palladium on carbon (10 wt.%, 20 mg) was added to a solution of 7-(2-hydroxymethyl-6-oxo-piperidin-1-yl)-hept-5-ynoic acid methyl ester (180 mg, 0.67 mmol) in MeOH (6.0 mL). A hydrogen atmosphere was established by evacuating and refilling with hydrogen (3×) and the reaction mixture was stirred under a balloon of hydrogen for 23 h. The reaction mixture was filtered through celite, washing with MeOH, and the filtrate was concentrated in vacuo to afford 184 mg (quant.) of 7-(2-hydroxymethyl-6-oxo-... Reagents/catalysts: [Pd] (Palladium on carbon). The solvent is CO (MeOH). The yield is 101.2%. Product: COC(CCCCCCN1C(CCCC1=O)CO)=O (7-(2-hydroxymethyl-6-oxo-piperidin-1-yl)-heptanoic acid methyl ester). Run at time 23 hour. RXN SMILES: [CH3:1][O:2][C:3](=[O:19])[CH2:4][CH2:5][CH2:6][C:7]#[C:8][CH2:9][N:10]1[C:15](=[O:16])[CH2:14][CH2:13][CH2:12][CH:11]1[CH2:17][OH:18].[H][H]>[Pd].CO>[CH3:1][O:2][C:3](=[O:19])[CH2:4][CH2:5][CH2:6][CH2:7][CH2:8][CH2:9][N:10]1[C:15](=[O:16])[CH2:14][CH2:13][CH2:12][CH:11]1[CH2:17][OH:18]. Starting materials: 133a, C(C)(C)(C)OC(=O)N[C@H](C(=O)NN1C(=CC=C1)C(=O)OC)C ((S)-methyl 1-(2-(tert-butoxycarbonylamino)propanamido)-1H-pyrrole-2-carboxylate), C1(CC1)N (cyclopropanamine). Yields the product C1(CC1)NC(=O)C=1N(C=CC1)NC([C@H](C)NC(OC(C)(C)C)=O)=O ((S)-tert-Butyl 1-(2-(cyclopropylcarbamoyl)-1H-pyrrol-1-ylamino)-1-oxopropan-2-ylcarbamate). RXN SMILES: [C:1]([O:5][C:6]([NH:8][C@@H:9]([CH3:22])[C:10]([NH:12][N:13]1[CH:17]=[CH:16][CH:15]=[C:14]1[C:18]([O:20]C)=O)=[O:11])=[O:7])([CH3:4])([CH3:3])[CH3:2].[CH:23]1([NH2:26])[CH2:25][CH2:24]1>>[CH:23]1([NH:26][C:18]([C:14]2[N:13]([NH:12][C:10](=[O:11])[C@@H:9]([NH:8][C:6](=[O:7])[O:5][C:1]([CH3:2])([CH3:3])[CH3:4])[CH3:22])[CH:17]=[CH:16][CH:15]=2)=[O:20])[CH2:25][CH2:24]1. Procedure details: Same procedure as described in preparation 133a was used from (S)-methyl 1-(2-(tert-butoxycarbonylamino)propanamido)-1H-pyrrole-2-carboxylate (900 mg, 80% purity, 2.28 mmols) and cyclopropanamine (0.48 ml, 6.86 mmols). After 3.5 h stirring at 80° C. the title compound was obtained (589 mg, 77%).